This data is from the Open Reaction Database (ORD), a public repository of structured organic reaction records. The task is: describe an organic reaction: reactants, conditions, products, and yield The reactants are N=1N=C(N2C3=C(NC4=C(C21)C=CC=C4)N=CC=C3)C3=CC=C(C=C3)CO ((4-(9H-benzo[f]pyrido[2,3-b][1,2,4]triazolo[4,3-d][1,4]diazepin-3-yl)phenyl)methanol), S(=O)(Cl)Cl (thionyl chloride). Solvent: ClCCl (dichloromethane). Conditions: time 1 hour. Product: ClCC1=CC=C(C=C1)C1=NN=C2N1C1=C(NC3=C2C=CC=C3)N=CC=C1 (3-(4-(chloromethyl)phenyl)-9H-benzo[f]pyrido[2,3-b][1,2,4]triazolo[4,3-d][1,4]diazepine). As a reaction SMILES: [N:1]1[N:2]=[C:3]([C:19]2[CH:24]=[CH:23][C:22]([CH2:25]O)=[CH:21][CH:20]=2)[N:4]2[C:10]=1[C:9]1[CH:11]=[CH:12][CH:13]=[CH:14][C:8]=1[NH:7][C:6]1[N:15]=[CH:16][CH:17]=[CH:18][C:5]2=1.S(Cl)([Cl:29])=O>ClCCl>[Cl:29][CH2:25][C:22]1[CH:21]=[CH:20][C:19]([C:3]2[N:4]3[C:5]4[CH:18]=[CH:17][CH:16]=[N:15][C:6]=4[NH:7][C:8]4[CH:14]=[CH:13][CH:12]=[CH:11][C:9]=4[C:10]3=[N:1][N:2]=2)=[CH:24][CH:23]=1. Procedure: To a suspension of (4-(9H-benzo[f]pyrido[2,3-b][1,2,4]triazolo[4,3-d][1,4]diazepin-3-yl)phenyl)methanol (300 mg, 0.88 mmol) in dichloromethane (10 mL) was added thionyl chloride (excess, 1 mL) and the resulting solution was stirred at room temperature for 1 hour. The volatiles were removed in vacuo and the residue was carefully neutralized with a solution of sodium bicarbonate. The mixture was extracted with dichloromethane (3×25 mL) and the combined organics were dried over sodium sulfate, conc...